Dataset: the Open Reaction Database (ORD), a public repository of structured organic reaction records. Task: describe an organic reaction: reactants, conditions, products, and yield Starting materials: FC1=CC=C(C=C1)NC(CCCC)C=1C=NC=CC1 (3-[1-(4-fluorophenylamino)pentyl]pyridine), CS(=O)(=O)Cl (methanesulfonyl chloride), C([O-])([O-])=O.[K+].[K+] (potassium carbonate), CS(=O)(=O)Cl (methanesulfonyl chloride). Run in ClCCl (dichloromethane). Reaction conditions: time 8 hour. Yields the product FC1=CC=C(C=C1)N(S(=O)(=O)C)C(CCCC)C=1C=NC=CC1 (N-(4-fluorophenyl)-N-[1-(pyridin-3-yl)pentyl]methanesulfonamide). Reaction SMILES: [F:1][C:2]1[CH:7]=[CH:6][C:5]([NH:8][CH:9]([C:14]2[CH:15]=[N:16][CH:17]=[CH:18][CH:19]=2)[CH2:10][CH2:11][CH2:12][CH3:13])=[CH:4][CH:3]=1.C(=O)([O-])[O-].[K+].[K+].[CH3:26][S:27](Cl)(=[O:29])=[O:28]>ClCCl>[F:1][C:2]1[CH:7]=[CH:6][C:5]([N:8]([CH:9]([C:14]2[CH:15]=[N:16][CH:17]=[CH:18][CH:19]=2)[CH2:10][CH2:11][CH2:12][CH3:13])[S:27]([CH3:26])(=[O:29])=[O:28])=[CH:4][CH:3]=1 |f:1.2.3|. Reported procedure: A 5.5 g. portion of 3-[1-(4-fluorophenylamino)pentyl]pyridine was dissolved in 40 ml. of dichloromethane, and to it were added 3.4 g. of potassium carbonate and 1.9 ml. of methanesulfonyl chloride. The mixture was stirred at ambient temperature overnight, and then an additional 1.9 ml. of methanesulfonyl chloride was added and the mixture was stirred for 3 days with gentle heating. It was then cooled and extracted with aqueous sodium bicarbonate solution, and then with water, and it was then dri... The product is C1(CCCCC1)C1CCCCC1 (Cyclohexyl Cyclohexane). The reactants are [OH-].[K+] (KOH), C1(CCCCC1)=O (cyclohexanone). Conditions: time 0.5 hour. Procedure: 140 g KOH (solid) are added to 2,000 g (20.41 mol) cyclohexanone. The mixture is heated under reflux with stirring. After 0.5 h, the reaction is terminated. The mixture is analyzed by GC analysis. Reaction SMILES: [OH-].[K+].[C:3]1(=O)[CH2:8][CH2:7][CH2:6][CH2:5][CH2:4]1>>[CH:3]1([CH:3]2[CH2:8][CH2:7][CH2:6][CH2:5][CH2:4]2)[CH2:8][CH2:7][CH2:6][CH2:5][CH2:4]1 |f:0.1|. The reactants are OCCc1ccccc1Br, Cc1ccc(S(=O)(=O)Cl)cc1, c1ccncc1. The product is Cc1ccc(S(=O)(=O)OCCc2ccccc2Br)cc1. As a reaction SMILES: [Br:1][c:2]1[c:3]([CH2:4][CH2:5][OH:6])[cH:7][cH:8][cH:9][cH:10]1.[c:11]1([CH3:21])[cH:12][cH:13][c:14]([S:17](=[O:18])(=[O:19])[Cl:20])[cH:15][cH:16]1.[cH:22]1[cH:23][cH:24][n:25][cH:26][cH:27]1>>[Br:1][c:2]1[c:3]([CH2:4][CH2:5][O:6][S:17]([c:14]2[cH:13][cH:12][c:11]([CH3:21])[cH:16][cH:15]2)(=[O:18])=[O:19])[cH:7][cH:8][cH:9][cH:10]1. The reactants are CNc1cccc(Br)c1F, CC(C)NC(C)C, ClCCl, O=C(Cl)c1ccc(F)cc1. The product is CN(C(=O)c1ccc(F)cc1)c1cccc(Br)c1F. As a reaction SMILES: [Br:1][c:2]1[c:3]([F:10])[c:4]([NH:5][CH3:6])[cH:7][cH:8][cH:9]1.[CH:11]([NH:12][CH:13]([CH3:14])[CH3:15])([CH3:16])[CH3:17].[Cl:28][CH2:29][Cl:30].[F:18][c:19]1[cH:20][cH:21][c:22]([C:23](=[O:24])[Cl:25])[cH:26][cH:27]1>>[Br:1][c:2]1[c:3]([F:10])[c:4]([N:5]([CH3:6])[C:23]([c:22]2[cH:21][cH:20][c:19]([F:18])[cH:27][cH:26]2)=[O:24])[cH:7][cH:8][cH:9]1. Reactants: CC=1N(C2=C(C=NC=3C=C(C=CC23)O)N1)CC(C)C (2-methyl-1-(2-methylpropyl)-1H-imidazo[4,5-c]quinolin-7-ol), ICCC1CCN(CC1)C(=O)OC(C)(C)C (tert-butyl 4-(2-iodoethyl)piperidine-1-carboxylate). Product: CC=1N(C2=C(C=NC=3C=C(C=CC23)OCCC2CCN(CC2)C(=O)OC(C)(C)C)N1)CC(C)C (tert-butyl 4-(2-{[2-methyl-1-(2-methylpropyl)-1H-imidazo[4,5-c]quinolin-7-yl]oxy}ethyl)piperidine-1-carboxylate). Reaction SMILES: [CH3:1][C:2]1[N:3]([CH2:16][CH:17]([CH3:19])[CH3:18])[C:4]2[C:13]3[CH:12]=[CH:11][C:10]([OH:14])=[CH:9][C:8]=3[N:7]=[CH:6][C:5]=2[N:15]=1.I[CH2:21][CH2:22][CH:23]1[CH2:28][CH2:27][N:26]([C:29]([O:31][C:32]([CH3:35])([CH3:34])[CH3:33])=[O:30])[CH2:25][CH2:24]1>>[CH3:1][C:2]1[N:3]([CH2:16][CH:17]([CH3:19])[CH3:18])[C:4]2[C:13]3[CH:12]=[CH:11][C:10]([O:14][CH2:21][CH2:22][CH:23]4[CH2:24][CH2:25][N:26]([C:29]([O:31][C:32]([CH3:33])([CH3:35])[CH3:34])=[O:30])[CH2:27][CH2:28]4)=[CH:9][C:8]=3[N:7]=[CH:6][C:5]=2[N:15]=1. Procedure details: The general method described in Part L of Example 2 was used to treat 2-methyl-1-(2-methylpropyl)-1H-imidazo[4,5-c]quinolin-7-ol with tert-butyl 4-(2-iodoethyl)piperidine-1-carboxylate. After chromatographic purification, tert-butyl 4-(2-{[2-methyl-1-(2-methylpropyl)-1H-imidazo[4,5-c]quinolin-7-yl]oxy}ethyl)piperidine-1-carboxylate was isolated as a viscous, orange oil.